Dataset: the Open Reaction Database (ORD), a public repository of structured organic reaction records. Task: describe an organic reaction: reactants, conditions, products, and yield Yields the product O=C(NCC(=O)N1CCN(C(=O)c2ccccc2C(F)(F)F)CC1)c1cc(-c2ccccc2O)[nH]n1. Reactants: CO, O=C(NCC(=O)N1CCN(C(=O)c2ccccc2C(F)(F)F)CC1)c1cc(-c2ccccc2OCc2ccccc2)[nH]n1. As a reaction SMILES: [CH3:44][OH:45].[O:1]=[C:2]([CH2:3][NH:4][C:5](=[O:6])[c:7]1[n:8][nH:9][c:10](-[c:12]2[c:13]([O:18][CH2:19][c:20]3[cH:21][cH:22][cH:23][cH:24][cH:25]3)[cH:14][cH:15][cH:16][cH:17]2)[cH:11]1)[N:26]1[CH2:27][CH2:28][N:29]([C:32]([c:33]2[c:34]([C:39]([F:40])([F:41])[F:42])[cH:35][cH:36][cH:37][cH:38]2)=[O:43])[CH2:30][CH2:31]1>>[O:1]=[C:2]([CH2:3][NH:4][C:5](=[O:6])[c:7]1[n:8][nH:9][c:10](-[c:12]2[c:13]([OH:18])[cH:14][cH:15][cH:16][cH:17]2)[cH:11]1)[N:26]1[CH2:27][CH2:28][N:29]([C:32]([c:33]2[c:34]([C:39]([F:40])([F:41])[F:42])[cH:35][cH:36][cH:37][cH:38]2)=[O:43])[CH2:30][CH2:31]1. Starting materials: O=C([O-])[O-], COC(=O)COc1ccc(F)c2[nH]c(C)c(Cc3ccc(Cl)cc3)c(=O)c12, CN(C)C=O, CC(=O)OC(F)(F)Cl, [K+], [K+], O. Yields the product COC(=O)COc1ccc(F)c2nc(C)c(Cc3ccc(Cl)cc3)c(OC(F)F)c12. RXN SMILES: [C:33](=[O:34])([O-:35])[O-:36].[CH3:1][O:2][C:3]([CH2:4][O:5][c:6]1[c:7]2[c:8](=[O:26])[c:9]([CH2:18][c:19]3[cH:20][cH:21][c:22]([Cl:25])[cH:23][cH:24]3)[c:10]([CH3:17])[nH:11][c:12]2[c:13]([F:16])[cH:14][cH:15]1)=[O:27].[CH3:28][N:29]([CH3:30])[CH:31]=[O:32].[Cl:39][C:40]([F:41])([F:42])[O:43][C:44](=[O:45])[CH3:46].[K+:37].[K+:38].[OH2:47]>>[CH3:1][O:2][C:3]([CH2:4][O:5][c:6]1[c:7]2[c:8]([O:26][CH:40]([F:41])[F:42])[c:9]([CH2:18][c:19]3[cH:20][cH:21][c:22]([Cl:25])[cH:23][cH:24]3)[c:10]([CH3:17])[n:11][c:12]2[c:13]([F:16])[cH:14][cH:15]1)=[O:27]. Starting materials: [Br-], COC(=O)c1cc2cc(C(C)=O)ccc2o1, CCOC(C)=O, ClC(Cl)Cl. Yields the product COC(=O)c1cc2cc(C(=O)CBr)ccc2o1. RXN SMILES: [Br-:1].[C:2]([CH3:3])(=[O:4])[c:5]1[cH:6][cH:7][c:8]2[c:9]([cH:10][c:11]([C:13](=[O:14])[O:15][CH3:16])[o:12]2)[cH:17]1.[CH3:18][CH2:19][O:20][C:21](=[O:22])[CH3:23].[CH:24]([Cl:25])([Cl:26])[Cl:27]>>[Br:1][CH2:3][C:2](=[O:4])[c:5]1[cH:6][cH:7][c:8]2[c:9]([cH:10][c:11]([C:13](=[O:14])[O:15][CH3:16])[o:12]2)[cH:17]1. The reactants are OC1=NC=CC=C1 (hydroxypyridine), P(=O)(Cl)(Cl)Cl (phosphorous oxychloride), OC1=CC=NC=C1C#N (4-hydroxy-nicotinonitrile), N (ammonia), C(C)(=O)[O-].[NH4+] (ammonium acetate). Run in CN(C)C=O (DMF), C(C)O (ethanol). Yields the product ClC1=CC=NC=C1C#N (4-chloro-nicotinonitrile). As a reaction SMILES: O[C:2]1[C:7]([C:8]#[N:9])=[CH:6][N:5]=[CH:4][CH:3]=1.N.C([O-])(=O)C.[NH4+].OC1C=CC=CN=1.P(Cl)(Cl)([Cl:25])=O>CN(C=O)C.C(O)C>[Cl:25][C:2]1[C:7]([C:8]#[N:9])=[CH:6][N:5]=[CH:4][CH:3]=1 |f:2.3|. Procedure: Acetic acid ester i is converted to 3-oxo-butyronitrile ii by reaction with the anion of acetonitrile prepared by reaction of acetonitrile (CH3CN) with a strong base such as n-butyl lithium (n-BuLi) in a solvent such as THF. Reaction of oxo-butyronitrile ii with dimethylformamide-dimethyl acetal (DMF-DMA) in a solvent such as DMF at high temperature (e.g., 122° C.) results in the formation of bisdimethylaminomethylene intermediate iii which is converted to 4-hydroxy-nicotinonitrile iv by reactio... Run in CCOC(=O)C (EtOAc). The reactants are ClC1=NC(=CC(=C1)C(=O)Cl)Cl (2,6-dichloropyridine-4-carboxylic acid chloride), ice water, CC1=CC=CC2=C1NC(O2)=O (4-methyl-3H-benzoxazol-2-one), [Cl-].[Cl-].[Cl-].[Al+3] (aluminium trichloride). As a reaction SMILES: [Cl:1][C:2]1[CH:7]=[C:6]([C:8](Cl)=[O:9])[CH:5]=[C:4]([Cl:11])[N:3]=1.[CH3:12][C:13]1[C:18]2[NH:19][C:20](=[O:22])[O:21][C:17]=2[CH:16]=[CH:15][CH:14]=1.[Cl-].[Cl-].[Cl-].[Al+3]>CCOC(C)=O>[Cl:1][C:2]1[CH:7]=[C:6]([C:8]([C:15]2[CH:14]=[C:13]([CH3:12])[C:18]3[NH:19][C:20](=[O:22])[O:21][C:17]=3[CH:16]=2)=[O:9])[CH:5]=[C:4]([Cl:11])[N:3]=1 |f:2.3.4.5|. Yields the product ClC1=NC(=CC(=C1)C(=O)C1=CC2=C(NC(O2)=O)C(=C1)C)Cl (6-(2,6-dichloro-pyridine-4-carbonyl)-4-methyl-3H-benzoxazol-2-one). Procedure: 3.00 g (14.3 mmol) 2,6-dichloropyridine-4-carboxylic acid chloride, 1.80 g (11.0 mmol) 4-methyl-3H-benzoxazol-2-one and 9.47 g (71.0 mmol) aluminium trichloride were combined and heated for 2 h to 125° C. with stirring. Then the mixture was decomposed with ice water and EtOAc and the phases were separated. The aqueous phase was extracted several times with EtOAc. The organic phases were combined, dried on sodium sulphate, filtered and the filtrate was evaporated down i. vac. The residue was trit... The reactants are S(O)(O)(=O)=O (sulfuric acid), [N+](=O)([O-])C1=CC=C(C=C1)C(=O)\C=C\C1=CC(=CC=C1)C (E-(3-methylstyryl) 4-nitrophenyl ketone), [H][H] (hydrogen). Reagents/catalysts: [Pd] (palladium). Solvent: C(C)(=O)O (acetic acid). Yields the product CC=1C=C(C=CC1)CCCC1=CC=C(N)C=C1 (4-[3-(3-Methylphenyl)-propyl]aniline). The yield is 103.3%. As a reaction SMILES: S(=O)(=O)(O)O.[N+:6]([C:9]1[CH:14]=[CH:13][C:12]([C:15](/[CH:17]=[CH:18]/[C:19]2[CH:24]=[CH:23][CH:22]=[C:21]([CH3:25])[CH:20]=2)=O)=[CH:11][CH:10]=1)([O-])=O.[H][H]>C(O)(=O)C.[Pd]>[CH3:25][C:21]1[CH:20]=[C:19]([CH2:18][CH2:17][CH2:15][C:12]2[CH:11]=[CH:10][C:9]([NH2:6])=[CH:14][CH:13]=2)[CH:24]=[CH:23][CH:22]=1. Procedure: 46 g (0.47 mole) of concentrated sulfuric acid and 8 g of palladium on 80% active carbon are added to a solution of 130 g (0.49 mole) of E-(3-methylstyryl) 4-nitrophenyl ketone in 1.3 l of glacial acetic acid, and the mixture is saturated with nitrogen. Thereafter, hydrogen gas is passed into the stirred mixture under atmospheric pressure. After about 30 l of hydrogen has been absorbed, the mixture is heated to 50°-70° C. and hydrogenated until the theoretical amount of hydrogen (about 66 l) has... Reactants: S(=O)(Cl)Cl (Thionyl chloride), C(C1=CC=CC=C1)OC(=O)N[C@H](C)C1=C(C=C(C(=O)O)C=C1)[N+](=O)[O-] ((R)-4-(1-benzyloxycarbonylaminoethyl)-3-nitrobenzoic acid). Reagents/catalysts: CN(C=O)C (dimethylformamide). The solvent is ClCCl (dichloromethane). The product is C(C1=CC=CC=C1)OC(=O)N[C@H](C)C1=C(C=C(C(=O)Cl)C=C1)[N+](=O)[O-] ((R)-4-(1-benzyloxycarbonylaminoethyl)-3-nitrobenzoyl chloride). Reaction SMILES: S(Cl)([Cl:3])=O.[CH2:5]([O:12][C:13]([NH:15][C@@H:16]([C:18]1[CH:26]=[CH:25][C:21]([C:22](O)=[O:23])=[CH:20][C:19]=1[N+:27]([O-:29])=[O:28])[CH3:17])=[O:14])[C:6]1[CH:11]=[CH:10][CH:9]=[CH:8][CH:7]=1>CN(C)C=O.ClCCl>[CH2:5]([O:12][C:13]([NH:15][C@@H:16]([C:18]1[CH:26]=[CH:25][C:21]([C:22]([Cl:3])=[O:23])=[CH:20][C:19]=1[N+:27]([O-:29])=[O:28])[CH3:17])=[O:14])[C:6]1[CH:11]=[CH:10][CH:9]=[CH:8][CH:7]=1. Procedure details: Thionyl chloride (5 ml) and dimethylformamide (1 drop) were added to a solution of (R)-4-(1-benzyloxycarbonylaminoethyl)-3-nitrobenzoic acid (1 g) in dichloromethane (5 ml), and the mixture was refluxed for 3 hours. After the reaction, the solvent was evaporated under reduced pressure to give (R)-4-(1-benzyloxycarbonylaminoethyl)-3-nitrobenzoyl chloride as crystals. Then, the crystals were dissolved in dichloromethane (14 ml). The solution was dropwise added to a solution of 4-aminopyridine (250... Starting materials: N(=NC(=O)OC(C)C)C(=O)OC(C)C (diisopropyl azodicarboxylate), ice, C1(CCCCC1)C1=C(C=NC=2N1N=CC2C#N)C2=CC=C(C=C2)O (7-cyclohexyl-6-(4-hydroxy-phenyl)-pyrazolo[1,5-a]pyrimidine-3-carbonitrile), CC=1SC(=C(N1)C)CO ((2,4-dimethyl-thiazol-5-yl)-methanol), C1(=CC=CC=C1)P(C1=CC=CC=C1)C1=CC=CC=C1 (triphenylphosphine). The solvent is O1CCCC1 (tetrahydrofuran). Conditions: time 8 hour. Yields the product C1(CCCCC1)C1=C(C=NC=2N1N=CC2C#N)C2=CC=C(C=C2)OCC2=C(N=C(S2)C)C (7-cyclohexyl-6-[4-(2,4-dimethyl-thiazol-5-ylmethoxy)-phenyl]-pyrazolo[1,5-a]pyrimidine-3-carbonitrile). As a reaction SMILES: [CH:1]1([C:7]2[N:12]3[N:13]=[CH:14][C:15]([C:16]#[N:17])=[C:11]3[N:10]=[CH:9][C:8]=2[C:18]2[CH:23]=[CH:22][C:21]([OH:24])=[CH:20][CH:19]=2)[CH2:6][CH2:5][CH2:4][CH2:3][CH2:2]1.[CH3:25][C:26]1[S:27][C:28]([CH2:32]O)=[C:29]([CH3:31])[N:30]=1.C1(P(C2C=CC=CC=2)C2C=CC=CC=2)C=CC=CC=1.N(C(OC(C)C)=O)=NC(OC(C)C)=O>O1CCCC1>[CH:1]1([C:7]2[N:12]3[N:13]=[CH:14][C:15]([C:16]#[N:17])=[C:11]3[N:10]=[CH:9][C:8]=2[C:18]2[CH:19]=[CH:20][C:21]([O:24][CH2:32][C:28]3[S:27][C:26]([CH3:25])=[N:30][C:29]=3[CH3:31])=[CH:22][CH:23]=2)[CH2:2][CH2:3][CH2:4][CH2:5][CH2:6]1. Procedure details: To an ice cold mixture of 40 mg (0.13 mmol) of 7-cyclohexyl-6-(4-hydroxy-phenyl)-pyrazolo[1,5-a]pyrimidine-3-carbonitrile in 3 mL of tetrahydrofuran (THF) was added 74 mg (0.52 mmol) of (2,4-dimethyl-thiazol-5-yl)-methanol, 136 mg (0.52 mmol) of triphenylphosphine (PPh3), followed by 0.102 mL (0.52 mmol) of diisopropyl azodicarboxylate (DIAD) and the mixture was allowed to warm up to rt and stirred at rt overnight. The reaction mixture was then concentrated and the residue was chromatographed on...